Dataset: the Open Reaction Database (ORD), a public repository of structured organic reaction records. Task: describe an organic reaction: reactants, conditions, products, and yield The reactants are Fc1ccc(-c2c(-c3ccc(Br)cc3)oc3ncnc(Cl)c23)cc1, COC(=O)COc1cccc(N)c1, CS(C)=O. Yields the product COC(=O)COc1cccc(Nc2ncnc3oc(-c4ccc(Br)cc4)c(-c4ccc(F)cc4)c23)c1. RXN SMILES: [Br:1][c:2]1[cH:3][cH:4][c:5](-[c:8]2[c:9](-[c:18]3[cH:19][cH:20][c:21]([F:24])[cH:22][cH:23]3)[c:10]3[c:11]([n:12][cH:13][n:14][c:15]3[Cl:16])[o:17]2)[cH:6][cH:7]1.[CH3:25][O:26][C:27]([CH2:28][O:29][c:30]1[cH:31][c:32]([NH2:36])[cH:33][cH:34][cH:35]1)=[O:37].[CH3:38][S:39]([CH3:40])=[O:41]>>[Br:1][c:2]1[cH:3][cH:4][c:5](-[c:8]2[c:9](-[c:18]3[cH:19][cH:20][c:21]([F:24])[cH:22][cH:23]3)[c:10]3[c:11]([n:12][cH:13][n:14][c:15]3[NH:36][c:32]3[cH:31][c:30]([O:29][CH2:28][C:27]([O:26][CH3:25])=[O:37])[cH:35][cH:34][cH:33]3)[o:17]2)[cH:6][cH:7]1. The reactants are [Si](C)(C)(C(C)(C)C)OC1OC(CC1)C1=CC=C(C=C1)F (2-(t-butyldimethylsilyloxy)-5-(4-fluorophenyl) tetrahydrofuran), C[Si](C)(C)Br (trimethylsilyl bromide). The solvent is C(Cl)Cl (methylene chloride). Run at temperature -70 celsius, time 1.5 hour. Yields the product BrC1OC(CC1)C1=CC=C(C=C1)F (2-bromo-5-(4-fluorophenyl) tetrahydrofuran). RXN SMILES: [Si](O[CH:9]1[CH2:13][CH2:12][CH:11]([C:14]2[CH:19]=[CH:18][C:17]([F:20])=[CH:16][CH:15]=2)[O:10]1)(C(C)(C)C)(C)C.C[Si]([Br:25])(C)C>C(Cl)Cl>[Br:25][CH:9]1[CH2:13][CH2:12][CH:11]([C:14]2[CH:19]=[CH:18][C:17]([F:20])=[CH:16][CH:15]=2)[O:10]1. Procedure: 2-(t-Butyldimethylsilyloxy)-5-(4-fluorophenyl) tetrahydrofuran (202, 593 mg, 2.0 mmol) was mixed in 10 mL of dry methylene chloride (degassed by bubbling argon prior to use). This solution was cooled to -70° C. While stirring at the same temperature under dry argon, trimethylsilyl bromide (290 μL, 2.2 mmol) was added dropwise. The stirring was continued for an additional 1.5 h to produce 2-bromo-5-(4-fluorophenyl) tetrahydrofuran (203) which was not isolated and was used in subsequent chemistry ... Reactants: C1CCOC1, [Cl-], Clc1nnc(Cl)c2c1CCCC2, Fc1ccc(C[Zn+])cc1. Yields the product Fc1ccc(Cc2nnc(Cl)c3c2CCCC3)cc1. As a reaction SMILES: [CH2:23]1[O:24][CH2:25][CH2:26][CH2:27]1.[Cl-:13].[Cl:1][c:2]1[n:3][n:4][c:5]([Cl:12])[c:6]2[c:11]1[CH2:10][CH2:9][CH2:8][CH2:7]2.[F:14][c:15]1[cH:16][cH:17][c:18]([CH2:19][Zn+:20])[cH:21][cH:22]1>>[c:2]1([CH2:19][c:18]2[cH:17][cH:16][c:15]([F:14])[cH:22][cH:21]2)[n:3][n:4][c:5]([Cl:12])[c:6]2[c:11]1[CH2:10][CH2:9][CH2:8][CH2:7]2. Starting materials: CCO, CN1CC(O)N(c2cc(C(C)(C)C)c(Cl)nn2)C1=O, [H][H], [NH4+], [OH-]. The product is CN1CC(O)N(c2cc(C(C)(C)C)cnn2)C1=O. RXN SMILES: [CH3:24][CH2:25][OH:26].[Cl:1][c:2]1[c:3]([C:16]([CH3:17])([CH3:18])[CH3:19])[cH:4][c:5]([N:8]2[C:9](=[O:15])[N:10]([CH3:14])[CH2:11][CH:12]2[OH:13])[n:6][n:7]1.[H:22][H:23].[NH4+:20].[OH-:21]>>[cH:2]1[c:3]([C:16]([CH3:17])([CH3:18])[CH3:19])[cH:4][c:5]([N:8]2[C:9](=[O:15])[N:10]([CH3:14])[CH2:11][CH:12]2[OH:13])[n:6][n:7]1. Starting materials: C(C)OC(=O)CCCCCCC1C(NC(N1CCCCCC1=CC=CC=C1)=O)=O (5-(6-ethoxycarbonylhexyl)-1-(5-phenylpentyl)hydantoin), [OH-].[Na+] (sodium hydroxide). The product is C(=O)(O)CCCCCCC1C(NC(N1CCCCCC1=CC=CC=C1)=O)=O (5-(6-carboxyhexyl)-1-(5-phenylpentyl)hydantoin), ethyl acetate-light petroleum. Reaction SMILES: C([O:3][C:4]([CH2:6][CH2:7][CH2:8][CH2:9][CH2:10][CH2:11][CH:12]1[N:16]([CH2:17][CH2:18][CH2:19][CH2:20][CH2:21][C:22]2[CH:27]=[CH:26][CH:25]=[CH:24][CH:23]=2)[C:15](=[O:28])[NH:14][C:13]1=[O:29])=[O:5])C.[OH-].[Na+]>>[C:4]([CH2:6][CH2:7][CH2:8][CH2:9][CH2:10][CH2:11][CH:12]1[N:16]([CH2:17][CH2:18][CH2:19][CH2:20][CH2:21][C:22]2[CH:27]=[CH:26][CH:25]=[CH:24][CH:23]=2)[C:15](=[O:28])[NH:14][C:13]1=[O:29])([OH:5])=[O:3] |f:1.2|. Reported procedure: The foregoing ester (4.0 g) was hydrolysed by treatment with dilute sodium hydroxide solution and the product was purified by chromatography on silica gel, to give 5-(6-carboxyhexyl)-1-(5-phenylpentyl)hydantoin crystallising from ethyl acetate-light petroleum (b.p. 60°-80° C.) in colourless prismatic needles, m.p. 90°-92° C.